Dataset: the Open Reaction Database (ORD), a public repository of structured organic reaction records. Task: describe an organic reaction: reactants, conditions, products, and yield The reactants are CC12C(NCCC1)C1=CC=CC=C1C2 ((4aRS,9bRS)-4a-methyl-2,3,4,4a,5,9b-hexahydro-1H-indeno[1,2-b]pyridine), C(C)(=O)O (acetic acid), C(C)(=O)O[BH-](OC(C)=O)OC(C)=O.[Na+] (sodium triacetoxyborohydride), [OH-].[Na+] (sodium hydroxide). Run in ClCCCl (1,2-dichloroethane). Reaction conditions: temperature 70 celsius, time 3 hour. The product is C(C)N1C2C(CCC1)(CC1=CC=CC=C12)C ((4aRS,9bRS)-1-ethyl-4a-methyl-2,3,4,4a,5,9b-hexahydro-1H-indeno[1,2-b]pyridine). RXN SMILES: [CH3:1][C:2]12[CH2:14][C:13]3[C:8](=[CH:9][CH:10]=[CH:11][CH:12]=3)[CH:3]1[NH:4][CH2:5][CH2:6][CH2:7]2.[C:15](O)(=O)[CH3:16].C(O[BH-](OC(=O)C)OC(=O)C)(=O)C.[Na+].[OH-].[Na+]>ClCCCl>[CH2:15]([N:4]1[CH2:5][CH2:6][CH2:7][C:2]2([CH3:1])[CH2:14][C:13]3[C:8]([CH:3]12)=[CH:9][CH:10]=[CH:11][CH:12]=3)[CH3:16] |f:2.3,4.5|. Reported procedure: To a solution of (4aRS,9bRS)-4a-methyl-2,3,4,4a,5,9b-hexahydro-1H-indeno[1,2-b]pyridine (140 mg) in 1,2-dichloroethane (3 ml) were added acetic acid (0.214 ml) and sodium triacetoxyborohydride (1.1 g), followed by heating and stirring at 70° C. for 3 hours. The reaction solution was basified by adding a 1 M aqueous sodium hydroxide solution, extracted with chloroform, and dried over anhydrous magnesium sulfate, and the solvent was evaporated under reduced pressure to obtain (4aRS,9bRS)-1-ethyl-4... Starting materials: CCOC(=O)C1(CCC=CC1N(C)C)C=2C=CC=CC2.Cl (tilidine HCl), C=CCN1CC[C@]23C4=C5C=CC(=C4O[C@H]2C(=O)CC[C@]3([C@H]1C5)O)O.Cl (naloxone HCl). The solvent is O (H2O). The product is C=CCN1CC[C@]23C4=C5C=CC(=C4O[C@H]2C(=O)CC[C@]3([C@H]1C5)O)O (Naloxone). As a reaction SMILES: CCOC(C1(C2C=CC=CC=2)C(N(C)C)C=CCC1)=O.Cl.[CH2:22]=[CH:23][CH2:24][N:25]1[C@@H:42]2[CH2:43][C:30]3[CH:31]=[CH:32][C:33]([OH:45])=[C:34]4[O:35][C@H:36]5[C:37]([CH2:39][CH2:40][C@:41]2([OH:44])[C@:28]5([C:29]=34)[CH2:27][CH2:26]1)=[O:38].Cl>O>[CH2:22]=[CH:23][CH2:24][N:25]1[C@@H:42]2[CH2:43][C:30]3[CH:31]=[CH:32][C:33]([OH:45])=[C:34]4[O:35][C@H:36]5[C:37]([CH2:39][CH2:40][C@:41]2([OH:44])[C@:28]5([C:29]=34)[CH2:27][CH2:26]1)=[O:38] |f:0.1,2.3|. Procedure: 23.82 g tilidine HCl ½ H2O and 2.04 g naloxone HCl 2H2O are dissolved in 874 ml purified water, 124 ml ethanol (96%) and 2 ml HCl at room temperature.